From a dataset of the Open Reaction Database (ORD), a public repository of structured organic reaction records. describe an organic reaction: reactants, conditions, products, and yield Reactants: C([O-])([O-])=O.[K+].[K+] (Potassium carbonate), CO (methanol), C(C1=CC=CC=C1)OC(C(CC=O)NC(=O)OC(C)(C)C)=O (2-tert-butoxycarbonylamino-4-oxo-butyric acid benzyl ester), COP(OC)(=O)C(C(C)=O)=[N+]=[N-] ((1-Diazo-2-oxo-propyl)-phosphonic acid dimethyl ester). The solvent is C(C)OCC (diethyl ether). Reaction conditions: time 10 minute. Product: COC(C(CC#C)NC(=O)OC(C)(C)C)=O (2-tert-Butoxycarbonylamino-pent-4-ynoic Acid Methyl Ester). As a reaction SMILES: [C:1](=O)([O-])[O-].[K+].[K+].CO.[CH2:9]([O:16][C:17](=[O:30])[CH:18]([NH:22][C:23]([O:25][C:26]([CH3:29])([CH3:28])[CH3:27])=[O:24])[CH2:19][CH:20]=O)C1C=CC=CC=1.COP(C(=[N+]=[N-])C(=O)C)(=O)OC>C(OCC)C>[CH3:9][O:16][C:17](=[O:30])[CH:18]([NH:22][C:23]([O:25][C:26]([CH3:27])([CH3:28])[CH3:29])=[O:24])[CH2:19][C:20]#[CH:1] |f:0.1.2|. Procedure: Potassium carbonate (1.687 g, 12.2 mmol) was added to an anhydrous methanol (91.5 mL) solution of 2-tert-butoxycarbonylamino-4-oxo-butyric acid benzyl ester (1.875 g, 6.10 mmol) and the reaction stirred 10 minutes. (1-Diazo-2-oxo-propyl)-phosphonic acid dimethyl ester (1.407 g, 7.32 mmol) was added and the reaction was stirred at room temp temperature 1 hour. The reaction was poured into diethyl ether and washed 4 times with 5% sodium bicarbonate, dried over magnesium sulfate and concentrated (1... Starting materials: CO, O=C1NC(=Cc2ccccc2)C(O)=C1[N+](=O)[O-], C=[N+]=[N-], N. Yields the product NC1=C([N+](=O)[O-])C(=O)NC1=Cc1ccccc1. Reaction SMILES: [CH3:22][OH:23].[CH:4]([c:5]1[cH:6][cH:7][cH:8][cH:9][cH:10]1)=[C:11]1[C:12]([OH:20])=[C:13]([N+:17](=[O:18])[O-:19])[C:14](=[O:16])[NH:15]1.[N+:1](=[CH2:2])=[N-:3].[NH3:21]>>[NH2:1][C:12]1=[C:13]([N+:17](=[O:18])[O-:19])[C:14](=[O:16])[NH:15][C:11]1=[CH:4][c:5]1[cH:6][cH:7][cH:8][cH:9][cH:10]1. Starting materials: Cc1cc(C=CC=O)cc(C(C)(C)C)c1, CC(=O)[O-], CCO, [Na+]. Product: Cc1cc(CCC=O)cc(C(C)(C)C)c1. As a reaction SMILES: [C:1]([CH3:2])([CH3:3])([CH3:4])[c:5]1[cH:6][c:7]([CH:12]=[CH:13][CH:14]=[O:15])[cH:8][c:9]([CH3:11])[cH:10]1.[CH3:17][C:18](=[O:19])[O-:20].[CH3:21][CH2:22][OH:23].[Na+:16]>>[C:1]([CH3:2])([CH3:3])([CH3:4])[c:5]1[cH:6][c:7]([CH2:12][CH2:13][CH:14]=[O:15])[cH:8][c:9]([CH3:11])[cH:10]1. The reactants are CCc1c[nH]c(CCc2ccc(F)cc2)nc1=O, CCN(C(C)C)C(C)C, ClCCl, CC(C)(C)OC(=O)CI. Product: CCc1cn(CC(=O)OC(C)(C)C)c(CCc2ccc(F)cc2)nc1=O. RXN SMILES: [CH2:1]([CH3:2])[c:3]1[c:4](=[O:18])[n:5][c:6]([CH2:9][CH2:10][c:11]2[cH:12][cH:13][c:14]([F:17])[cH:15][cH:16]2)[nH:7][cH:8]1.[CH:28]([N:29]([CH:30]([CH3:31])[CH3:32])[CH2:33][CH3:34])([CH3:35])[CH3:36].[Cl:37][CH2:38][Cl:39].[I:19][CH2:20][C:21](=[O:22])[O:23][C:24]([CH3:25])([CH3:26])[CH3:27]>>[CH2:1]([CH3:2])[c:3]1[c:4](=[O:18])[n:5][c:6]([CH2:9][CH2:10][c:11]2[cH:12][cH:13][c:14]([F:17])[cH:15][cH:16]2)[n:7]([CH2:20][C:21](=[O:22])[O:23][C:24]([CH3:25])([CH3:26])[CH3:27])[cH:8]1. The reactants are OC1=CC=C(C=O)C=C1 (4-hydroxybenzaldehyde), COCCOCCl (2-methoxyethoxymethyl chloride). Product: COCCOCOC1=CC=C(C=O)C=C1 (4-methoxyethoxymethoxybenzaldehyde). The yield is 81.4%. RXN SMILES: [OH:1][C:2]1[CH:9]=[CH:8][C:5]([CH:6]=[O:7])=[CH:4][CH:3]=1.[CH3:10][O:11][CH2:12][CH2:13][O:14][CH2:15]Cl>>[CH3:10][O:11][CH2:12][CH2:13][O:14][CH2:15][O:1][C:2]1[CH:9]=[CH:8][C:5]([CH:6]=[O:7])=[CH:4][CH:3]=1. Reported procedure: The hydroxyl group of 4-hydroxybenzaldehyde (24.9 g) was protected by use of 2-methoxyethoxymethyl chloride (24.4 g) in accordance with (production process 1), to thereby produce 4-methoxyethoxymethoxybenzaldehyde (33.5 g, yield: 80%). The thus-produced 4-methoxyethoxymethoxybenzaldehyde (21.0 g) and 3,4-dimethoxybenzyl cyanide (17.7 g) were subjected to condensation in accordance with process A of (production process 2), to thereby produce (Z)-2-(3,4-dimethoxyphenyl)-3-[4-(2-methoxy-ethoxymetho... Reactants: CNc1ccc(Cl)c(COc2cccn3c(Br)c(C)nc23)c1Cl, O=C(Cl)Oc1ccc([N+](=O)[O-])cc1, ClCCl, c1ccncc1. The product is Cc1nc2c(OCc3c(Cl)ccc(N(C)C(=O)Oc4ccc([N+](=O)[O-])cc4)c3Cl)cccn2c1Br. Reaction SMILES: [Br:1][c:2]1[c:3]([CH3:23])[n:4][c:5]2[n:6]1[cH:7][cH:8][cH:9][c:10]2[O:11][CH2:12][c:13]1[c:14]([Cl:22])[c:15]([NH:20][CH3:21])[cH:16][cH:17][c:18]1[Cl:19].[Cl:30][C:31](=[O:32])[O:33][c:34]1[cH:35][cH:36][c:37]([N+:40](=[O:41])[O-:42])[cH:38][cH:39]1.[Cl:43][CH2:44][Cl:45].[cH:24]1[cH:25][cH:26][n:27][cH:28][cH:29]1>>[Br:1][c:2]1[c:3]([CH3:23])[n:4][c:5]2[n:6]1[cH:7][cH:8][cH:9][c:10]2[O:11][CH2:12][c:13]1[c:14]([Cl:22])[c:15]([N:20]([CH3:21])[C:31](=[O:32])[O:33][c:34]2[cH:35][cH:36][c:37]([N+:40](=[O:41])[O-:42])[cH:38][cH:39]2)[cH:16][cH:17][c:18]1[Cl:19].